Dataset: the Open Reaction Database (ORD), a public repository of structured organic reaction records. Task: describe an organic reaction: reactants, conditions, products, and yield The reactants are O=C(CCCCl)c1cccs1, OCCO, Cc1ccc(S(=O)(=O)O)cc1, c1ccccc1. Yields the product ClCCCC1(c2cccs2)OCCO1. RXN SMILES: [Cl:1][CH2:2][CH2:3][CH2:4][C:5](=[O:6])[c:7]1[s:8][cH:9][cH:10][cH:11]1.[OH:12][CH2:13][CH2:14][OH:15].[c:16]1([CH3:17])[cH:18][cH:19][c:20]([S:21]([OH:22])(=[O:23])=[O:24])[cH:25][cH:26]1.[cH:27]1[cH:28][cH:29][cH:30][cH:31][cH:32]1>>[Cl:1][CH2:2][CH2:3][CH2:4][C:5]1([c:7]2[s:8][cH:9][cH:10][cH:11]2)[O:6][CH2:14][CH2:13][O:12]1. Reactants: [OH-].[Na+] (NaOH), C([C@H](O)[C@@H](O)C(=O)O)(=O)O (L-tartaric acid). Run in O (water), O (water). The product is C(=O)([O-])[C@H](O)[C@@H](O)C(=O)[O-].[Na+].[Na+] (disodium L-tartrate), [OH-].[Na+] (NaOH). As a reaction SMILES: [OH-:1].[Na+:2].[C:3]([OH:12])(=[O:11])[C@@H:4]([C@H:6]([C:8]([OH:10])=[O:9])[OH:7])[OH:5]>O>[C:8]([C@@H:6]([C@H:4]([C:3]([O-:12])=[O:11])[OH:5])[OH:7])([O-:10])=[O:9].[Na+:2].[Na+:2].[OH-:1].[Na+:2] |f:0.1,4.5.6,7.8|. Procedure details: In a 1-liter reactor vessel, 606.04 g of NaOH solution (containing 50 wt % of NaOH and 50% of water) was mixed with 414.40 g water and 96.70 g of L-tartaric acid. Upon mixing, a mixture comprising 11.2 wt % of disodium L-tartrate, 22.5 wt % of NaOH and 66.3 wt % of water was obtained. The mixture was heated and was kept at atmospheric boiling conditions under reflux for 26 hours (Tboil˜110° C.), under continuous stirring. A clear solution was obtained. At regular intervals, a sample was taken fr... Starting materials: S(=O)([O-])[O-].[Na+].[Na+] (sodium sulfite), C(#N)CCN1C(=CC2=CC=CC=C12)C(=O)OC (methyl 1-(2-cyanoethyl)-2-indolecarboxylate), C([O-])([O-])=O.[Na+].[Na+] (sodium carbonate), OO (hydrogen peroxide), peroxide. The solvent is CC(=O)C (acetone). Reaction conditions: time 4 hour. Product: C(N)(=O)CCN1C(=CC2=CC=CC=C12)C(=O)OC (methyl 1-(2-carbamoylethyl)-2-indolecarboxylate). Isolated yield 68.0%. RXN SMILES: [C:1]([CH2:3][CH2:4][N:5]1[C:13]2[C:8](=[CH:9][CH:10]=[CH:11][CH:12]=2)[CH:7]=[C:6]1[C:14]([O:16][CH3:17])=[O:15])#[N:2].C(=O)([O-])[O-:19].[Na+].[Na+].OO.S([O-])([O-])=O.[Na+].[Na+]>CC(C)=O>[C:1]([CH2:3][CH2:4][N:5]1[C:13]2[C:8](=[CH:9][CH:10]=[CH:11][CH:12]=2)[CH:7]=[C:6]1[C:14]([O:16][CH3:17])=[O:15])(=[O:19])[NH2:2] |f:1.2.3,5.6.7|. Procedure: A mixture of 3.12 g (13.7 mmol) of methyl 1-(2-cyanoethyl)-2-indolecarboxylate, 30 ml of 10% sodium carbonate solution, 30 ml of 30% hydrogen peroxide and 100 ml of acetone was stirred at room temperature for 4 hours. Next, the reaction mixture was cooled to 0° C. and 10% sodium sulfite solution was added dropwise to decompose an excess of the peroxide. The most of acetone in the reaction mixture was then distilled off and the concentrate was extracted three times with ethyl acetate. The combine... The reactants are CN(C)C=O (DMF), COC1=CC(=CC=2NC(COC21)=O)C=O (8-methoxy-3-oxo-3,4-dihydro-2H-benzo[1,4]oxazine-6-carboaldehyde), C([O-])([O-])=O.[K+].[K+] (potassium carbonate), FCCI (1-fluoro-2-iodoethane). Solvent: O (water). Reaction conditions: time 1 day. Yields the product FCCN1C(COC2=C1C=C(C=C2OC)C=O)=O (4-(2-fluoroethyl)-8-methoxy-3-oxo-3,4-dihydro-2H-benzo[1,4]oxazine-6-carboaldehyde). The yield is 53.0%. As a reaction SMILES: CN(C=O)C.[CH3:6][O:7][C:8]1[C:17]2[O:16][CH2:15][C:14](=[O:18])[NH:13][C:12]=2[CH:11]=[C:10]([CH:19]=[O:20])[CH:9]=1.C(=O)([O-])[O-].[K+].[K+].[F:27][CH2:28][CH2:29]I>O>[F:27][CH2:28][CH2:29][N:13]1[C:12]2[CH:11]=[C:10]([CH:19]=[O:20])[CH:9]=[C:8]([O:7][CH3:6])[C:17]=2[O:16][CH2:15][C:14]1=[O:18] |f:2.3.4|. Procedure details: To 3 ml of a DMF solution containing 233 mg of 8-methoxy-3-oxo-3,4-dihydro-2H-benzo[1,4]oxazine-6-carboaldehyde [CAS No. 711021-34-0], 312 mg of potassium carbonate and 236 mg of 1-fluoro-2-iodoethane were added. The resulting mixture was stirred at room temperature for one day, and water was added thereto. The mixture was extracted with ethyl acetate. The organic layer was washed with water and saturated brine and then dried over anhydrous sodium sulfate. The desiccating agent was removed by fi... Starting materials: CC(=O)OC(C)=O, CS(C)=O, CC1(C)OCC(CC(O)c2c(Cl)nc(N)nc2Cl)O1, O. The product is CC1(C)OCC(CC(=O)c2c(Cl)nc(N)nc2Cl)O1. Reaction SMILES: [CH3:1][C:2]([O:3][C:4](=[O:5])[CH3:6])=[O:7].[CH3:27][S:28](=[O:29])[CH3:30].[NH2:8][c:9]1[n:10][c:11]([Cl:26])[c:12]([CH:16]([CH2:17][CH:18]2[O:19][C:20]([CH3:23])([CH3:24])[O:21][CH2:22]2)[OH:25])[c:13]([Cl:15])[n:14]1.[OH2:31]>>[NH2:8][c:9]1[n:10][c:11]([Cl:26])[c:12]([C:16]([CH2:17][CH:18]2[O:19][C:20]([CH3:23])([CH3:24])[O:21][CH2:22]2)=[O:25])[c:13]([Cl:15])[n:14]1.